describe an organic reaction: reactants, conditions, products, and yield From a dataset of the Open Reaction Database (ORD), a public repository of structured organic reaction records. The reactants are C1(=CC=CC=C1)CCC(=O)NC=1C=C(C(=O)O)C=CN1 (2-[(3-phenylpropanoyl)amino]isonicotinic acid), C(NN)(=O)OCC1=CC=CC=C1 (benzyl carbazate). Product: C1(=CC=CC=C1)CCC(=O)NC=1C=C(C(=O)NNC(=O)OCC2=CC=CC=C2)C=CN1 (benzyl 2-[2-[(3-phenylpropanoyl)amino]isonicotinoyl]hydrazinecarboxylate). The yield is 53.0%. Reaction SMILES: [C:1]1([CH2:7][CH2:8][C:9]([NH:11][C:12]2[CH:13]=[C:14]([CH:18]=[CH:19][N:20]=2)[C:15]([OH:17])=O)=[O:10])[CH:6]=[CH:5][CH:4]=[CH:3][CH:2]=1.[C:21]([O:25][CH2:26][C:27]1[CH:32]=[CH:31][CH:30]=[CH:29][CH:28]=1)(=[O:24])[NH:22][NH2:23]>>[C:1]1([CH2:7][CH2:8][C:9]([NH:11][C:12]2[CH:13]=[C:14]([CH:18]=[CH:19][N:20]=2)[C:15]([NH:23][NH:22][C:21]([O:25][CH2:26][C:27]2[CH:32]=[CH:31][CH:30]=[CH:29][CH:28]=2)=[O:24])=[O:17])=[O:10])[CH:2]=[CH:3][CH:4]=[CH:5][CH:6]=1. Procedure: In the same manner as in Reference Example 1 and using 2-[(3-phenylpropanoyl)amino]isonicotinic acid instead of benzothiazole-6-carboxylic acid and benzyl carbazate instead of tert-butyl carbazate, the title compound (yield 53%) was obtained as colorless amorphous. The product is C(C)C1=CC=C(C=C1)C1CN(CC(C1)C1=NC(=NO1)C1=CC(=CC=C1)C)C(=O)N1CCOCC1 (4-({3-(4-Ethylphenyl)-5-[3-(3-methylphenyl)-1,2,4-oxadiazol-5-yl]piperidin-1-yl}carbonyl)-morpholine). Starting materials: C(C)C1=CC=C(C=C1)C1CC(CN(C1)C(=O)N1CCOCC1)C(=O)O (5-(4-Ethylphenyl)-1-(morpholin-4-ylcarbonyl)piperidine-3-carboxylic acid), OC1(CC(=CC=C1)C)C(N)=N (1-hydroxy-3-methylbenzenecarboximidamide). RXN SMILES: [CH2:1]([C:3]1[CH:8]=[CH:7][C:6]([CH:9]2[CH2:14][N:13]([C:15]([N:17]3[CH2:22][CH2:21][O:20][CH2:19][CH2:18]3)=[O:16])[CH2:12][CH:11]([C:23]([OH:25])=O)[CH2:10]2)=[CH:5][CH:4]=1)[CH3:2].O[C:27]1([C:34](=[NH:36])[NH2:35])[CH:32]=[CH:31][CH:30]=[C:29]([CH3:33])[CH2:28]1>>[CH2:1]([C:3]1[CH:4]=[CH:5][C:6]([CH:9]2[CH2:10][CH:11]([C:23]3[O:25][N:36]=[C:34]([C:27]4[CH:32]=[CH:31][CH:30]=[C:29]([CH3:33])[CH:28]=4)[N:35]=3)[CH2:12][N:13]([C:15]([N:17]3[CH2:18][CH2:19][O:20][CH2:21][CH2:22]3)=[O:16])[CH2:14]2)=[CH:7][CH:8]=1)[CH3:2]. Procedure details: 69 mg (0.20 mmol) of 5-(4-ethylphenyl)-1-(morpholin-4-ylcarbonyl)piperidine-3-carboxylic acid (Example 38A) and 33 mg (0.22 mmol, 1.1 eq.) of 1-hydroxy-3-methylbenzenecarboximidamide were reacted according to the General Method 1. Yield: 16 mg (18% of theory) Reactants: C(C)(C)(C)NCC(COC1=C(C=C(C(=O)O)C=C1)C1=NNC(CC1)=O)O (4-(3-t-butylamino-2-hydroxypropoxy)-3-(1,4,5,6-tetrahydro-6-oxo-3-pyridazinyl)benzoic acid), C1(=C(C(=O)C(=C(C1=O)Cl)Cl)Cl)Cl (chloranil). The solvent is C(CCC)O (n-butanol). Yields the product C(C)(C)(C)NCC(COC1=C(C=C(C(=O)O)C=C1)C1=NNC(C=C1)=O)O (4-(3-t-butylamino-2-hydroxypropoxy)-3-(1,6-dihydro-6-oxo-3-pyridazinyl)benzoic acid). RXN SMILES: [C:1]([NH:5][CH2:6][CH:7]([OH:26])[CH2:8][O:9][C:10]1[CH:18]=[CH:17][C:13]([C:14]([OH:16])=[O:15])=[CH:12][C:11]=1[C:19]1[CH2:24][CH2:23][C:22](=[O:25])[NH:21][N:20]=1)([CH3:4])([CH3:3])[CH3:2].C1(Cl)C(=O)C(Cl)=C(Cl)C(=O)C=1Cl>C(O)CCC>[C:1]([NH:5][CH2:6][CH:7]([OH:26])[CH2:8][O:9][C:10]1[CH:18]=[CH:17][C:13]([C:14]([OH:16])=[O:15])=[CH:12][C:11]=1[C:19]1[CH:24]=[CH:23][C:22](=[O:25])[NH:21][N:20]=1)([CH3:4])([CH3:2])[CH3:3]. Procedure: A mixture of 4-(3-t-butylamino-2-hydroxypropoxy)-3-(1,4,5,6-tetrahydro-6-oxo-3-pyridazinyl)benzoic acid, chloranil, and n-butanol, was heated under reflux to give 4-(3-t-butylamino-2-hydroxypropoxy)-3-(1,6-dihydro-6-oxo-3-pyridazinyl)benzoic acid. Starting materials: C(Cl)(Cl)(Cl)Cl (carbon tetrachloride), I(=O)(=O)(=O)[O-].[Na+] (sodium periodate), O (water), BrC(SC1=NN(C=N1)C(N(CC)CC)=O)(F)F (3-(bromodifluoromethylthio)-1-(N,N-diethylcarbamoyl)-1,2,4-triazole), 11, O (water). The reagents and catalysts are O.[Ru](Cl)(Cl)Cl (ruthenium trichloride hydrate). Solvent: C(C)#N (acetonitrile). Reaction conditions: time 24 hour. Yields the product BrC(S(=O)(=O)C1=NN(C=N1)C(N(CC)CC)=O)(F)F (3-(bromodifluoromethylsulfonyl)-1-(N,N-diethylcarbamoyl)-1,2,4-triazole). Isolated yield 85.0%. RXN SMILES: [Br:1][C:2]([F:17])([F:16])[S:3][C:4]1[N:8]=[CH:7][N:6]([C:9](=[O:15])[N:10]([CH2:13][CH3:14])[CH2:11][CH3:12])[N:5]=1.C(Cl)(Cl)(Cl)Cl.I([O-])(=O)(=O)=[O:24].[Na+].[OH2:29]>C(#N)C.O.[Ru](Cl)(Cl)Cl>[Br:1][C:2]([F:16])([F:17])[S:3]([C:4]1[N:8]=[CH:7][N:6]([C:9](=[O:15])[N:10]([CH2:11][CH3:12])[CH2:13][CH3:14])[N:5]=1)(=[O:24])=[O:29] |f:2.3,6.7|. Procedure details: To a solution of 57 g (0.17 mol) 3-(bromodifluoromethylthio)-1-(N,N-diethylcarbamoyl)-1,2,4-triazole, prepared as above, in 100 ml acetonitrile were sequentially added 100 ml carbon tetrachloride, 200 ml water and 11 1.23 g (0.52 mol) sodium periodate. To the resulting suspension was added 20 mg (ca 5 mol %) ruthenium trichloride hydrate and the suspension was then stirred at room temperature for 24 h. The reaction mixture was then diluted with 500 ml water, extracted with dichloromethane (3×200... The reactants are C(C)(=O)OCC (ethyl acetate), S([O-])(O)(=O)=O.[Na+] (sodium bisulfate), C(C)(=O)O[C@@H]1[C@@H](O[C@@H]([C@H]1OC(C)=O)COC(C)=O)N1C(NC(C=C1)=O)=O (1-(2′,3′,5′-Tri-O-acetyl-β-D-arabinofuranosyl)-pyrimidin-2,4-(3H)-dione), II (iodine), ceric ammonium nitrate. Run in C(C)#N (acetonitrile). Reaction conditions: temperature 80 celsius. Yields the product C(C)(=O)O[C@@H]1[C@@H](O[C@@H]([C@H]1OC(C)=O)COC(C)=O)N1C(NC(C(=C1)I)=O)=O (1-(2′,3′,5′-Tri-O-acetyl-β-D-arabinofuranosyl)-5-iodopyrimidin-2,4(3H)-dione). As a reaction SMILES: [C:1]([O:4][C@H:5]1[C@H:9]([O:10][C:11](=[O:13])[CH3:12])[C@@H:8]([CH2:14][O:15][C:16](=[O:18])[CH3:17])[O:7][C@H:6]1[N:19]1[CH:24]=[CH:23][C:22](=[O:25])[NH:21][C:20]1=[O:26])(=[O:3])[CH3:2].[I:27]I.C(OCC)(=O)C.S(=O)(=O)(O)[O-].[Na+]>C(#N)C>[C:1]([O:4][C@H:5]1[C@H:9]([O:10][C:11](=[O:13])[CH3:12])[C@@H:8]([CH2:14][O:15][C:16](=[O:18])[CH3:17])[O:7][C@H:6]1[N:19]1[CH:24]=[C:23]([I:27])[C:22](=[O:25])[NH:21][C:20]1=[O:26])(=[O:3])[CH3:2] |f:3.4|. Procedure details: 454 mg (1.23 mmol) of the above product 4 as starting material, 420 mg (1.66 mmol, 1.3 eq) of iodine and 700 mg (1.27 mmol, 1 eq) of ceric ammonium nitrate are dissolved in 15 mL of anhydrous acetonitrile and heated to 80° C. After the starting material disappears, 100 mL of ethyl acetate and 30 mL (5%) of sodium bisulfate are added in turns. 30 mL of saturated saline is used to wash. After collection and combination with an organic phase, the solution is concentrated by reduced pressure. After ...